This data is from the Open Reaction Database (ORD), a public repository of structured organic reaction records. The task is: describe an organic reaction: reactants, conditions, products, and yield Reactants: C(C1=CC=CC=C1)OC(=O)N1[C@@H](CCC1)C=1N=C(NC1)C1=CC=C(C=C1)C1CCC(CC1)C=1N=C(NC1)[C@H]1N(CCC1)C(=O)OCC1=CC=CC=C1 ((S)-benzyl 2-(4-(4-(4-(4-((S)-1-(benzyloxycarbonyl)pyrrolidin-2-yl)-1H-imidazol-2-yl)phenyl)cyclohexyl)-1H-imidazol-2-yl)pyrrolidine-1-carboxylate), C(C)(=O)Cl (acetyl chloride), Cl (HCl), [Cl-].[Al+3].[Cl-].[Cl-] (aluminum chloride). The solvent is ClCCl (dichloromethane), C(C)(=O)OCC (ethyl acetate). Run at time 8 hour. Product: N1[C@@H](CCC1)C=1NC=C(N1)C1CCC(CC1)C1=CC=C(C=C1)C=1NC=C(N1)[C@H]1NCCC1 (2-((S)-pyrrolidin-2-yl)-4-(4-(4-(4-((S)-pyrrolidin-2-yl)-1H-imidazol-2-yl)phenyl)cyclohexyl)-1H-imidazole). The yield is 202.9%. RXN SMILES: C(OC([N:11]1[CH2:15][CH2:14][CH2:13][C@H:12]1[C:16]1[N:17]=[C:18]([C:21]2[CH:26]=[CH:25][C:24]([CH:27]3[CH2:32][CH2:31][CH:30]([C:33]4[N:34]=[C:35]([C@@H:38]5[CH2:42][CH2:41][CH2:40][N:39]5C(OCC5C=CC=CC=5)=O)[NH:36][CH:37]=4)[CH2:29][CH2:28]3)=[CH:23][CH:22]=2)[NH:19][CH:20]=1)=O)C1C=CC=CC=1.C(Cl)(=O)C.[Cl-].[Al+3].[Cl-].[Cl-].Cl>ClCCl.C(OCC)(=O)C>[NH:39]1[CH2:40][CH2:41][CH2:42][C@H:38]1[C:35]1[NH:36][CH:37]=[C:33]([CH:30]2[CH2:31][CH2:32][CH:27]([C:24]3[CH:25]=[CH:26][C:21]([C:18]4[NH:19][CH:20]=[C:16]([C@@H:12]5[CH2:13][CH2:14][CH2:15][NH:11]5)[N:17]=4)=[CH:22][CH:23]=3)[CH2:28][CH2:29]2)[N:34]=1 |f:2.3.4.5|. Reported procedure: To a solution of A5 (19.2 g) in dichloromethane (500 mL) at −20° C. was added acetyl chloride (16.8 mL), followed by aluminum chloride (43 g). The reaction was allowed to warm up to rt. After overnight stirring, the reaction was poured into a mixture of ethyl acetate (800 mL), 1M HCl (800 mL) along with some ice. After separating the organic layer, the aqueous layer was extracted with ethyl acetate (3×300 mL). The combined organic layers were washed with brine, H2O, dried over Na2SO4, filtered, ... The reactants are CC12CC(=O)C3C(CCC4CC(O)CCC43C)C1CCC2C(=O)CBr, CC(C)O, Cc1ccccc1, [Na], SCc1ccccc1. Yields the product CC12CC(=O)C3C(CCC4CC(O)CCC43C)C1CCC2C(=O)CSCc1ccccc1. Reaction SMILES: [Br:10][CH2:11][C:12]([CH:13]1[CH2:14][CH2:15][CH:16]2[CH:17]3[CH2:18][CH2:19][CH:20]4[CH2:21][CH:22]([OH:33])[CH2:23][CH2:24][C:25]4([CH3:26])[CH:27]3[C:28](=[O:32])[CH2:29][C:30]12[CH3:31])=[O:34].[CH3:35][CH:36]([OH:37])[CH3:38].[CH3:39][c:40]1[cH:41][cH:42][cH:43][cH:44][cH:45]1.[Na:9].[c:1]1([CH2:7][SH:8])[cH:2][cH:3][cH:4][cH:5][cH:6]1>>[c:1]1([CH2:7][S:8][CH2:11][C:12]([CH:13]2[CH2:14][CH2:15][CH:16]3[CH:17]4[CH2:18][CH2:19][CH:20]5[CH2:21][CH:22]([OH:33])[CH2:23][CH2:24][C:25]5([CH3:26])[CH:27]4[C:28](=[O:32])[CH2:29][C:30]23[CH3:31])=[O:34])[cH:2][cH:3][cH:4][cH:5][cH:6]1. Reaction SMILES: [CH:1]12[O:7][CH:6]1[CH2:5][CH:4]=[CH:3][CH2:2]2.[Cl-].[NH4+].[N-:10]=[N+:11]=[N-:12].[Na+].C(OCC)(=O)C>CO.O.C(OCC)C>[N:10]([C@H:1]1[C@H:6]([OH:7])[CH2:5][CH:4]=[CH:3][CH2:2]1)=[N+:11]=[N-:12] |f:1.2,3.4|. Run in O (water), C(C)OCC (ethyl ether), mixture, CO (methanol), O (water). Product: N(=[N+]=[N-])[C@@H]1CC=CC[C@H]1O ((1R,6R)-6-azidocyclohex-3-en-1-ol). Procedure details: 7-Oxabicyclo[4.1.0]hept-3-ene 3b (3.50 g, 36.40 mmol), ammonium chloride (4.90 g, 91 mmol) and sodium azide (5.90 g, 91 mmol) were dissolved in 200 mL of the mixture solvent of methanol and water (V/V=9:1), the reaction solution was heated to reflux for 2 hours. The resulting solution was added with 500 mL of ethyl acetate, 200 mL of ethyl ether and 50 mL of water successively, seperated. The organic phase was dried over anhydrous magnesium sulfate, filtered and the filtrate was concentrated und... Reactants: C(C)(=O)OCC (ethyl acetate), C12CC=CCC2O1 (7-oxabicyclo[4.1.0]hept-3-ene), [Cl-].[NH4+] (ammonium chloride), [N-]=[N+]=[N-].[Na+] (sodium azide). Isolated yield 59.2%. The reactants are ClC1=C(N(C2=C(C=CC=C12)N)COC)C=1SC=CN1 (3-chloro-1-(methoxymethyl)-2-(1,3-thiazol-2-yl)-1H-indole-7-amine), S1C(=CC=C1)S(=O)(=O)Cl (thiophene-2-sulfonyl chloride). Solvent: N1=CC=CC=C1 (pyridine). Reaction conditions: time 8 hour. The product is ClC1=C(N(C2=C(C=CC=C12)NS(=O)(=O)C=1SC=CC1)COC)C=1SC=CN1 (N-[3-Chloro-1-(methoxymethyl)-2-(1,3-thiazol-2-yl)-1H-indol-7-yl]thiophene-2-sulfonamide). Yield: 96.2%. RXN SMILES: [Cl:1][C:2]1[C:10]2[C:5](=[C:6]([NH2:11])[CH:7]=[CH:8][CH:9]=2)[N:4]([CH2:12][O:13][CH3:14])[C:3]=1[C:15]1[S:16][CH:17]=[CH:18][N:19]=1.[S:20]1[CH:24]=[CH:23][CH:22]=[C:21]1[S:25](Cl)(=[O:27])=[O:26]>N1C=CC=CC=1>[Cl:1][C:2]1[C:10]2[C:5](=[C:6]([NH:11][S:25]([C:21]3[S:20][CH:24]=[CH:23][CH:22]=3)(=[O:27])=[O:26])[CH:7]=[CH:8][CH:9]=2)[N:4]([CH2:12][O:13][CH3:14])[C:3]=1[C:15]1[S:16][CH:17]=[CH:18][N:19]=1. Procedure details: To a mixture of 3-chloro-1-(methoxymethyl)-2-(1,3-thiazol-2-yl)-1H-indole-7-amine (0.25 g) and pyridine (8 mL) was added thiophene-2-sulfonyl chloride (0.19 g) at 0° C., and the mixture was stirred at room temperature overnight. The reaction mixture was concentrated, 10% aqueous citric acid solution was added, and the mixture was extracted with ethyl acetate. The ethyl acetate layer was washed with saturated brine, dried (MgSO4) and concentrated. The obtained residue was subjected to silica gel ... Reactants: OC1=CC=CC=2C=3N(C(=NC12)NC(C1=CN=CC=C1)=O)CCN3 (N-(7-hydroxy-2,3-dihydroimidazo[1,2-c]quinazolin-5-yl)nicotinamide), OC1=CC=CC=2C=3N(C(=NC12)NC(C1=CN=CC=C1)=O)CCN3 (N-(7-hydroxy-2,3-dihydroimidazo[1,2-c]quinazolin-5-yl)nicotinamide), ClCCCS(=O)(=O)N(C)C (3-chloro-N,N-dimethylpropane-1-sulfonamide), ClCCCS(=O)(=O)N(C)C (3-chloro-N,N-dimethylpropane-1-sulfonamide). Product: CN(S(=O)(=O)CCCOC1=CC=CC=2C=3N(C(=NC12)NC(C1=CN=CC=C1)=O)CCN3)C (N-(7-{3-[(dimethylamino)sulfonyl]propoxy}-2,3-dihydroimidazo[1,2-c]quinazolin-5-yl)nicotinamide). RXN SMILES: [OH:1][C:2]1[C:11]2[N:10]=[C:9]([NH:12][C:13](=[O:20])[C:14]3[CH:19]=[CH:18][CH:17]=[N:16][CH:15]=3)[N:8]3[CH2:21][CH2:22][N:23]=[C:7]3[C:6]=2[CH:5]=[CH:4][CH:3]=1.Cl[CH2:25][CH2:26][CH2:27][S:28]([N:31]([CH3:33])[CH3:32])(=[O:30])=[O:29]>>[CH3:32][N:31]([CH3:33])[S:28]([CH2:27][CH2:26][CH2:25][O:1][C:2]1[C:11]2[N:10]=[C:9]([NH:12][C:13](=[O:20])[C:14]3[CH:19]=[CH:18][CH:17]=[N:16][CH:15]=3)[N:8]3[CH2:21][CH2:22][N:23]=[C:7]3[C:6]=2[CH:5]=[CH:4][CH:3]=1)(=[O:30])=[O:29]. Procedure details: The procedure used for the preparation of Example 1 was used to prepare the title compound from N-(7-hydroxy-2,3-dihydroimidazo[1,2-c]quinazolin-5-yl)nicotinamide (Intermediate C) and 3-chloro-N,N-dimethylpropane-1-sulfonamide (Intermediate F). High vacuum drying at 60° C. gave the title compound (44 mg, 39%): HPLC MS RT=0.68 min, MH+=457.3; 1H NMR (DMSO-d6+2 drops TFA-d) δ: 2.27 (2H, bs), 2.84 (6H, s), 3.36-3.37 (2H, m), 4.31 (2H, bs), 4.43 (2H, bs), 4.62 (2H, bs), 7.59-7.61 (1H, m), 7.71 (1H, ... The reactants are CSC1C(NC2=CC=C(C=C12)C1=CC=CC=C1)=O (3-methylthio-5-phenylindolin-2-one), product. Reagents/catalysts: [Ni].O (Raney nickel water). The solvent is O1CCCC1 (tetrahydrofuran). The product is C1(=CC=CC=C1)C=1C=C2CC(NC2=CC1)=O (5-Phenylindolin-2-one). As a reaction SMILES: CS[CH:3]1[C:11]2[C:6](=[CH:7][CH:8]=[C:9]([C:12]3[CH:17]=[CH:16][CH:15]=[CH:14][CH:13]=3)[CH:10]=2)[NH:5][C:4]1=[O:18]>[Ni].O.O1CCCC1>[C:12]1([C:9]2[CH:10]=[C:11]3[C:6](=[CH:7][CH:8]=2)[NH:5][C:4](=[O:18])[CH2:3]3)[CH:13]=[CH:14][CH:15]=[CH:16][CH:17]=1 |f:1.2|. Procedure: To a slurry of 11.2 g. (0.044 mole) of 3-methylthio-5-phenylindolin-2-one in 500 ml. of tetrahydrofuran was added 100 g. of a commercial Raney nickel/water preparation portionwise over a 2 hr. period. The mixture was filtered through celite and the filtrate was concentrated. A small amount of methylene chloride was added to the residue and the resulting solid was collected by filtration. This solid was recrystallized from toluene to give 6.2 g. (67%) of product as a tan solid, m.p. 214°-15° C. The reactants are ClCCCC#CCCC(C)=O (9-chloro-5-nonyn-2-one), [C-]#N.[Na+] (sodium cyanide), C(=C)C(=O)C (methyl vinyl ketone). Solvent: C(C)O (ethanol), C(C)O (ethanol). Yields the product C(#N)CCCC#CCCC(C)=O (9-cyano-5-nonyn-2-one), nitrile, [OH-].[Na+] (sodium hydroxide). RXN SMILES: C(C(C)=[O:4])=C.Cl[CH2:7][CH2:8][CH2:9][C:10]#[C:11][CH2:12][CH2:13][C:14](=[O:16])[CH3:15].[C-:17]#[N:18].[Na+:19]>C(O)C>[C:17]([CH2:7][CH2:8][CH2:9][C:10]#[C:11][CH2:12][CH2:13][C:14](=[O:16])[CH3:15])#[N:18].[OH-:4].[Na+:19] |f:2.3,6.7|. Reported procedure: The manufacture of the latter novel intermediates is exemplified by the consecutive synthetic steps involving first, reaction of 5-chloropent-1-yne with butyl lithium to form the corresponding lithium acetylide, reaction of that organometallic compound with boron trifluoride or boron trichloride to afford the tri-(5-chloropent-1-ynyl) boron derivative, which is reacted with methyl vinyl ketone to afford 9-chloro-5-nonyn-2-one, reaction of the latter substance with sodium cyanide in aqueous ethan... Starting materials: BrCc1ccc(-c2ccccc2)cc1, CC(=O)SCc1ccc(CP(=O)(OF)OF)c(Br)c1, C1CCOC1, C[O-], CCO, [Cl-], [NH4+], [Na+]. Product: O=P(Cc1ccc(CSCc2ccc(-c3ccccc3)cc2)cc1Br)(OF)OF. Reaction SMILES: [Br:1][CH2:2][c:3]1[cH:4][cH:5][c:6](-[c:9]2[cH:10][cH:11][cH:12][cH:13][cH:14]2)[cH:7][cH:8]1.[C:15](=[O:16])([CH3:17])[S:18][CH2:19][c:20]1[cH:21][c:22]([Br:33])[c:23]([CH2:26][P:27]([O:28][F:29])([O:30][F:31])=[O:32])[cH:24][cH:25]1.[CH2:42]1[O:43][CH2:44][CH2:45][CH2:46]1.[CH3:34][O-:35].[CH3:39][CH2:40][OH:41].[Cl-:37].[NH4+:38].[Na+:36]>>[CH2:2]([c:3]1[cH:4][cH:5][c:6](-[c:9]2[cH:10][cH:11][cH:12][cH:13][cH:14]2)[cH:7][cH:8]1)[S:18][CH2:19][c:20]1[cH:21][c:22]([Br:33])[c:23]([CH2:26][P:27]([O:28][F:29])([O:30][F:31])=[O:32])[cH:24][cH:25]1. Reactants: CCOC(OCC)OCC, ClC(Cl)(Cl)Cl, Nc1nnn[nH]1, CCOC(=O)c1cc(-c2ccccc2)sc1N. Yields the product CCOC(=O)c1cc(-c2ccccc2)sc1N=CNc1nnn[nH]1. RXN SMILES: [CH2:1]([O:2][CH:3]([O:4][CH2:5][CH3:6])[O:7][CH2:8][CH3:9])[CH3:10].[Cl:34][C:35]([Cl:36])([Cl:37])[Cl:38].[NH2:11][c:12]1[n:13][n:14][n:15][nH:16]1.[NH2:17][c:18]1[s:19][c:20](-[c:28]2[cH:29][cH:30][cH:31][cH:32][cH:33]2)[cH:21][c:22]1[C:23](=[O:24])[O:25][CH2:26][CH3:27]>>[CH:1]([NH:11][c:12]1[nH:13][n:14][n:15][n:16]1)=[N:17][c:18]1[s:19][c:20](-[c:28]2[cH:29][cH:30][cH:31][cH:32][cH:33]2)[cH:21][c:22]1[C:23](=[O:24])[O:25][CH2:26][CH3:27].